This data is from the Open Reaction Database (ORD), a public repository of structured organic reaction records. The task is: describe an organic reaction: reactants, conditions, products, and yield The reactants are BrC1=C2C=CC(=NC2=CC=C1)Cl (5-bromo-2-chloroquinoline), C[O-].[Na+] (sodium methoxide). Run in CO (MeOH), O (water). The product is BrC1=C2C=CC(=NC2=CC=C1)OC (5-Bromo-2-Methoxyquinoline). RXN SMILES: [Br:1][C:2]1[CH:11]=[CH:10][CH:9]=[C:8]2[C:3]=1[CH:4]=[CH:5][C:6](Cl)=[N:7]2.[CH3:13][O-:14].[Na+]>CO.O>[Br:1][C:2]1[CH:11]=[CH:10][CH:9]=[C:8]2[C:3]=1[CH:4]=[CH:5][C:6]([O:14][CH3:13])=[N:7]2 |f:1.2|. Reported procedure: To a suspension of 5-bromo-2-chloroquinoline (2.81 g, 11.6 mmol) in MeOH (25 mL) was added sodium methoxide (30% w/w in MeOH, 10.4 mL, 54.7 mmol). The mixture was refluxed for 3 hours, allowed to cool to room temperature, diluted with water, then extracted with EtOAc. The combined extracts were washed with water then saturated NaCl (aq), dried over Na2SO4, filtered, then concentrated to afford the title compound as a white solid: 1H NMR (500 MHz, CDCl3): δ 8.36 (d, J=9.1 Hz, 1H); 7.81 (d, J=8.4 ... Starting materials: ClS(=O)(=O)C1=CC=C(C(=O)OC)C=C1 (methyl 4-(chlorosulfonyl)benzoate), CN1N=C2C=CC(=CC2=C1)CN ((2-methyl-2H-indazol-5-yl)methanamine). Yields the product CN1N=C2C=CC(=CC2=C1)CNS(=O)(=O)C1=CC=C(C(=O)OC)C=C1 (Methyl 4-(N-((2-methyl-2H-indazol-5-yl)methyl)sulfamoyl)benzoate). Reaction SMILES: Cl[S:2]([C:5]1[CH:14]=[CH:13][C:8]([C:9]([O:11][CH3:12])=[O:10])=[CH:7][CH:6]=1)(=[O:4])=[O:3].[CH3:15][N:16]1[CH:24]=[C:23]2[C:18]([CH:19]=[CH:20][C:21]([CH2:25][NH2:26])=[CH:22]2)=[N:17]1>>[CH3:15][N:16]1[CH:24]=[C:23]2[C:18]([CH:19]=[CH:20][C:21]([CH2:25][NH:26][S:2]([C:5]3[CH:14]=[CH:13][C:8]([C:9]([O:11][CH3:12])=[O:10])=[CH:7][CH:6]=3)(=[O:4])=[O:3])=[CH:22]2)=[N:17]1. Procedure details: The titled compound was prepared according to the procedure described in step-1 of Example 1 from methyl 4-(chlorosulfonyl)benzoate and (2-methyl-2H-indazol-5-yl)methanamine.